Task: describe an organic reaction: reactants, conditions, products, and yield. Dataset: the Open Reaction Database (ORD), a public repository of structured organic reaction records Starting materials: CC(C)(C)OC(=O)NCC(O)c1ccccc1, O=C1NC(=O)c2ccccc21, CCOC(=O)N=NC(=O)OCC, c1ccc(P(c2ccccc2)c2ccccc2)cc1. The product is CC(C)(C)OC(=O)NCC(c1ccccc1)N1C(=O)c2ccccc2C1=O. As a reaction SMILES: [C:1]([CH3:2])([CH3:3])([CH3:4])[O:5][C:6]([NH:7][CH2:8][CH:9]([c:10]1[cH:11][cH:12][cH:13][cH:14][cH:15]1)[OH:16])=[O:17].[O:18]=[C:19]1[NH:20][C:21](=[O:22])[c:23]2[cH:24][cH:25][cH:26][cH:27][c:28]21.[O:48]=[C:49]([O:50][CH2:51][CH3:52])[N:53]=[N:54][C:55]([O:56][CH2:57][CH3:58])=[O:59].[c:29]1([P:30]([c:31]2[cH:32][cH:33][cH:34][cH:35][cH:36]2)[c:37]2[cH:38][cH:39][cH:40][cH:41][cH:42]2)[cH:43][cH:44][cH:45][cH:46][cH:47]1>>[C:1]([CH3:2])([CH3:3])([CH3:4])[O:5][C:6]([NH:7][CH2:8][CH:9]([c:10]1[cH:11][cH:12][cH:13][cH:14][cH:15]1)[N:20]1[C:19](=[O:18])[c:28]2[c:23]([cH:24][cH:25][cH:26][cH:27]2)[C:21]1=[O:22])=[O:17]. Reactants: O=C(O)Cc1cc(F)cc(F)c1, CC(N)C(=O)C1(N)N=C(C2CCCCC2)c2ccccc2N(C)C1=O. Yields the product CC(NC(=O)Cc1cc(F)cc(F)c1)C(=O)C1(N)N=C(C2CCCCC2)c2ccccc2N(C)C1=O. RXN SMILES: [F:1][c:2]1[cH:3][c:4]([CH2:9][C:10](=[O:11])[OH:12])[cH:5][c:6]([F:8])[cH:7]1.[NH2:13][CH:14]([CH3:15])[C:16](=[O:17])[C:18]1([NH2:37])[C:19](=[O:36])[N:20]([CH3:35])[c:21]2[c:22]([cH:31][cH:32][cH:33][cH:34]2)[C:23]([CH:25]2[CH2:26][CH2:27][CH2:28][CH2:29][CH2:30]2)=[N:24]1>>[F:1][c:2]1[cH:3][c:4]([CH2:9][C:10](=[O:12])[NH:13][CH:14]([CH3:15])[C:16](=[O:17])[C:18]2([NH2:37])[C:19](=[O:36])[N:20]([CH3:35])[c:21]3[c:22]([cH:31][cH:32][cH:33][cH:34]3)[C:23]([CH:25]3[CH2:26][CH2:27][CH2:28][CH2:29][CH2:30]3)=[N:24]2)[cH:5][c:6]([F:8])[cH:7]1. The reactants are [BH4-], COc1ccc(CC(Cc2ccc(OC)cc2)N2C(=O)C(C(C)=O)C2C(=O)OCc2ccccc2)cc1, CCOC(C)=O, CC(C)O, [Cl-], [Na+], [Na+], O. Yields the product COc1ccc(CC(Cc2ccc(OC)cc2)N2C(=O)C(C(C)O)C2C(=O)OCc2ccccc2)cc1. RXN SMILES: [BH4-:1].[CH2:3]([c:4]1[cH:5][cH:6][c:7]([O:10][CH3:11])[cH:8][cH:9]1)[CH:12]([N:13]1[C:14](=[O:30])[CH:15]([C:27]([CH3:28])=[O:29])[CH:16]1[C:17](=[O:18])[O:19][CH2:20][c:21]1[cH:22][cH:23][cH:24][cH:25][cH:26]1)[CH2:31][c:32]1[cH:33][cH:34][c:35]([O:38][CH3:39])[cH:36][cH:37]1.[CH3:47][CH2:48][O:49][C:50](=[O:51])[CH3:52].[CH:41]([OH:42])([CH3:43])[CH3:44].[Cl-:46].[Na+:2].[Na+:45].[OH2:40]>>[CH2:3]([c:4]1[cH:5][cH:6][c:7]([O:10][CH3:11])[cH:8][cH:9]1)[CH:12]([N:13]1[C:14](=[O:30])[CH:15]([CH:27]([CH3:28])[OH:29])[CH:16]1[C:17](=[O:18])[O:19][CH2:20][c:21]1[cH:22][cH:23][cH:24][cH:25][cH:26]1)[CH2:31][c:32]1[cH:33][cH:34][c:35]([O:38][CH3:39])[cH:36][cH:37]1.